This data is from the Open Reaction Database (ORD), a public repository of structured organic reaction records. The task is: describe an organic reaction: reactants, conditions, products, and yield Starting materials: O=CCC1N(C(CCCC1)=O)C(=O)OC(C)(C)C (1,1-dimethylethyl hexahydro-2-(2-oxoethyl)-7-oxo-1H-azepine-1-carboxylate), C1(=CC=CC=C1)P(C1=CC=CC=C1)(C1=CC=CC=C1)=CC(=O)OC (methyl (triphenylphosphoranylidene)acetate). Procedure: Example 209) The crude aldehyde of this Example, part B above, is dissolved in toluene and treated with 1.2 equivalents of methyl (triphenylphosphoranylidene)acetate. The mixture is refluxed for four hours. After cooling, the mixture is concentrated and the residue is triturated with several volumes of pentane to remove the phosphorous salts. The extracts are filtered and stripped of all solvent. The crude residue is then purified by column chromatography to give the title product. Product: COC(C=CCC1N(C(CCCC1)=O)C(=O)OC(C)(C)C)=O (1,1-dimethylethyl hexahydro-2-(4-methoxy-4-oxo-2-butenyl)-7-oxo-1H-azepine-1-carboxylate). As a reaction SMILES: O=[CH:2][CH2:3][CH:4]1[CH2:10][CH2:9][CH2:8][CH2:7][C:6](=[O:11])[N:5]1[C:12]([O:14][C:15]([CH3:18])([CH3:17])[CH3:16])=[O:13].C1(P(=[CH:38][C:39]([O:41][CH3:42])=[O:40])(C2C=CC=CC=2)C2C=CC=CC=2)C=CC=CC=1>C1(C)C=CC=CC=1>[CH3:42][O:41][C:39](=[O:40])[CH:38]=[CH:2][CH2:3][CH:4]1[CH2:10][CH2:9][CH2:8][CH2:7][C:6](=[O:11])[N:5]1[C:12]([O:14][C:15]([CH3:18])([CH3:17])[CH3:16])=[O:13]. The solvent is C1(=CC=CC=C1)C (toluene).